This data is from the Open Reaction Database (ORD), a public repository of structured organic reaction records. The task is: describe an organic reaction: reactants, conditions, products, and yield Product: COc1ccc(C(=O)NCc2cccc(C(=O)Nc3ccc4c(c3)CC(N3CCOCC3)C4)c2)cc1OC. Reaction SMILES: [B-:45]([F:46])([F:47])([F:48])[F:49].[CH3:1][O:2][c:3]1[cH:4][c:5]([C:6](=[O:7])[NH:8][CH2:9][c:10]2[cH:11][c:12]([C:13](=[O:14])[OH:15])[cH:16][cH:17][cH:18]2)[cH:19][cH:20][c:21]1[O:22][CH3:23].[CH3:67][CH2:68][O:69][C:70]([CH3:71])=[O:72].[O:24]1[CH2:25][CH2:26][N:27]([CH:30]2[CH2:31][c:32]3[cH:33][cH:34][c:35]([NH2:39])[cH:36][c:37]3[CH2:38]2)[CH2:28][CH2:29]1.[O:40]=[CH:41][N:42]([CH3:43])[CH3:44].[n:50]1([O:51][C:52]([N:53]([CH3:54])[CH3:55])=[N+:56]([CH3:57])[CH3:58])[c:59]2[cH:60][cH:61][cH:62][cH:63][c:64]2[n:65][n:66]1>>[CH3:1][O:2][c:3]1[cH:4][c:5]([C:6](=[O:7])[NH:8][CH2:9][c:10]2[cH:11][c:12]([C:13](=[O:15])[NH:39][c:35]3[cH:34][cH:33][c:32]4[c:37]([cH:36]3)[CH2:38][CH:30]([N:27]3[CH2:26][CH2:25][O:24][CH2:29][CH2:28]3)[CH2:31]4)[cH:16][cH:17][cH:18]2)[cH:19][cH:20][c:21]1[O:22][CH3:23]. The reactants are F[B-](F)(F)F, COc1ccc(C(=O)NCc2cccc(C(=O)O)c2)cc1OC, CCOC(C)=O, Nc1ccc2c(c1)CC(N1CCOCC1)C2, CN(C)C=O, CN(C)C(On1nnc2ccccc21)=[N+](C)C.